From a dataset of the Open Reaction Database (ORD), a public repository of structured organic reaction records. describe an organic reaction: reactants, conditions, products, and yield The reactants are BrC=1C=C(C=CC1)C(CCCCN1CCC(CC1)C=1C=C(C=CC1)NC(C(C)C)=O)=O (N-(3-{1-[5-(3-bromophenyl)-5-oxopentyl]-4-piperidinyl}phenyl)-2-methylpropanamide), Cl.COC1=CC=C(C=C1)NN (4-methoxyphenylhydrazine hydrochloride). Product: BrC=1C=C(C=CC1)C=1NC2=CC=C(C=C2C1CCCN1CCC(CC1)C=1C=C(C=CC1)NC(C(C)C)=O)OC (N-[3-(1-{3-[2-(3-BROMOPHENYL)-5-METHOXY-1H-INDOL-3-YL]PROPYL}-4-PIPERIDINYL)PHENYL]-2-METHYLPROPANAMIDE). Reaction SMILES: [Br:1][C:2]1[CH:3]=[C:4]([C:8](=O)[CH2:9][CH2:10][CH2:11][CH2:12][N:13]2[CH2:18][CH2:17][CH:16]([C:19]3[CH:20]=[C:21]([NH:25][C:26](=[O:30])[CH:27]([CH3:29])[CH3:28])[CH:22]=[CH:23][CH:24]=3)[CH2:15][CH2:14]2)[CH:5]=[CH:6][CH:7]=1.Cl.[CH3:33][O:34][C:35]1[CH:40]=[CH:39][C:38]([NH:41]N)=[CH:37][CH:36]=1>>[Br:1][C:2]1[CH:3]=[C:4]([C:8]2[NH:41][C:38]3[C:39]([C:9]=2[CH2:10][CH2:11][CH2:12][N:13]2[CH2:18][CH2:17][CH:16]([C:19]4[CH:20]=[C:21]([NH:25][C:26](=[O:30])[CH:27]([CH3:28])[CH3:29])[CH:22]=[CH:23][CH:24]=4)[CH2:15][CH2:14]2)=[CH:40][C:35]([O:34][CH3:33])=[CH:36][CH:37]=3)[CH:5]=[CH:6][CH:7]=1 |f:1.2|. Procedure: Prepared by Procedure E and Scheme M using N-(3-{1-[5-(3-bromophenyl)-5-oxopentyl]-4-piperidinyl}phenyl)-2-methylpropanamide and 4-methoxyphenylhydrazine hydrochloride: ESMS m/e: 588.0 (M+H)+. Reactants: 2-methylglutaric acid 1-ethylester 5-diethylamide, 2-ethylsuccinic acid 1-ethylester 4-diethylamide, C(CCCCC(=O)O)(=O)O (adipic acid), dicarboxylic acid ethylester-diethylamides, C(C)N(C(CC=CC)=O)CC (pent-3-enoic acid diethylamide), C(C)N(C(CC=CC)=O)CC (pent-3-enoic acid diethylamide), C(C)O (ethanol), C6. Run in N1=CC=CC=C1 (pyridine). Conditions: time 1 hour. Yields the product C(C)N(C(C=CCC)=O)CC (pentenoic acid diethylamide), C(C)N(C(CCCC)=O)CC (n-pentanoic acid diethylamide), dicarboxylic acid bisdiethylamides. RXN SMILES: [CH2:1]([N:3]([CH2:10][CH3:11])[C:4](=[O:9])[CH2:5][CH:6]=[CH:7][CH3:8])[CH3:2].C(O)C.C(O)(=O)CCCCC(O)=O>N1C=CC=CC=1>[CH2:10]([N:3]([CH2:1][CH3:2])[C:4](=[O:9])[CH:5]=[CH:6][CH2:7][CH3:8])[CH3:11].[CH2:10]([N:3]([CH2:1][CH3:2])[C:4](=[O:9])[CH2:5][CH2:6][CH2:7][CH3:8])[CH3:11]. Procedure details: 77.6 g of pent-3-enoic acid diethylamide, 32.2 g of ethanol, 1.58 g of pyridine and 3.42 g of Co2 (CO)8 were reacted, as described in Example 1, for 1 hour at 170° C. under a carbon monoxide pressure of 150 bar (+approx. 2% by volume of H2). After cooling, analysis indicated a conversion of pent-3-enoic acid diethylamide of 47.3 mol %. Relative to this, 61.5 mol % of C6 -dicarboxylic acid ethylester-diethylamides had been formed and these had the following composition: 64.6% (=I1) of 2-ethylsucc... Starting materials: N, CN(C)C=O, O=C(O)c1ccc2c(c1)C=C(n1ccnc1)CC2. Yields the product NC(=O)c1ccc2c(c1)C=C(n1ccnc1)CC2. As a reaction SMILES: [NH3:19].[O:20]=[CH:21][N:22]([CH3:23])[CH3:24].[n:1]1([C:6]2=[CH:15][c:14]3[c:9]([cH:10][cH:11][c:12]([C:16](=[O:17])[OH:18])[cH:13]3)[CH2:8][CH2:7]2)[cH:2][n:3][cH:4][cH:5]1>>[n:1]1([C:6]2=[CH:15][c:14]3[c:9]([cH:10][cH:11][c:12]([C:16](=[O:18])[NH2:19])[cH:13]3)[CH2:8][CH2:7]2)[cH:2][n:3][cH:4][cH:5]1. Reactants: ClC=1C=CC2=C([C@H](O[C@@H](C(N2CC(CO[Si](C2=CC=CC=C2)(C2=CC=CC=C2)C(C)(C)C)(C)C)=O)CC(=O)OCC)C2=CC=CC3=CC=CC=C23)C1 (Ethyl trans-7-chloro-5-(1-naphthyl)-1-(3-tert-butyldiphenylsilyloxy-2,2-dimethylpropyl)-2-oxo-1,2,3,5-tetrahydro-4,1-benzoxazepine-3-acetate), C([O-])(O)=O.[Na+] (sodium bicarbonate). The solvent is C(C)#N (acetonitrile), O (water). Conditions: time 18 hour. Yields the product ClC=1C=CC2=C([C@H](O[C@@H](C(N2CC(CO)(C)C)=O)CC(=O)OCC)C2=CC=CC3=CC=CC=C23)C1 (Ethyl trans-7-chloro-5-(1-naphthyl)-1-(2,2-dimethyl-3-hydroxypropyl)-2-oxo-1,2,3,5-tetrahydro-4,1-benzoxazepine-3-acetate). The yield is 80.5%. As a reaction SMILES: [Cl:1][C:2]1[CH:3]=[CH:4][C:5]2[N:11]([CH2:12][C:13]([CH3:34])([CH3:33])[CH2:14][O:15][Si](C(C)(C)C)(C3C=CC=CC=3)C3C=CC=CC=3)[C:10](=[O:35])[C@@H:9]([CH2:36][C:37]([O:39][CH2:40][CH3:41])=[O:38])[O:8][C@H:7]([C:42]3[C:51]4[C:46](=[CH:47][CH:48]=[CH:49][CH:50]=4)[CH:45]=[CH:44][CH:43]=3)[C:6]=2[CH:52]=1.C(=O)(O)[O-].[Na+]>C(#N)C.O>[Cl:1][C:2]1[CH:3]=[CH:4][C:5]2[N:11]([CH2:12][C:13]([CH3:33])([CH3:34])[CH2:14][OH:15])[C:10](=[O:35])[C@@H:9]([CH2:36][C:37]([O:39][CH2:40][CH3:41])=[O:38])[O:8][C@H:7]([C:42]3[C:51]4[C:46](=[CH:47][CH:48]=[CH:49][CH:50]=4)[CH:45]=[CH:44][CH:43]=3)[C:6]=2[CH:52]=1 |f:1.2|. Procedure details: Ethyl trans-7-chloro-5-(1-naphthyl)-1-(3-tert-butyldiphenylsilyloxy-2,2-dimethylpropyl)-2-oxo-1,2,3,5-tetrahydro-4,1-benzoxazepine-3-acetate (8.52 g, 11.62 mmol) was dissolved in acetonitrile (200 ml). A solution of HF in water (50%, 50 ml) was added at room temperature. Stirring for 18 hours was followed by hydrolysis with saturated sodium bicarbonate and repeated extraction of the aqueous layer with dichloromethane. The combined organic layers were dried with MgSO4. The filtrate was concentrat... The reactants are [BH4-], C1CCOC1, CCOC(C)=O, CCO, O=Cc1cccc(OCc2ccc3ccc(Cl)cc3n2)c1, [Na+]. The product is OCc1cccc(OCc2ccc3ccc(Cl)cc3n2)c1. Reaction SMILES: [BH4-:22].[CH2:33]1[O:34][CH2:35][CH2:36][CH2:37]1.[CH3:24][CH2:25][O:26][C:27]([CH3:28])=[O:29].[CH3:30][CH2:31][OH:32].[Cl:1][c:2]1[cH:3][cH:4][c:5]2[cH:6][cH:7][c:8]([CH2:12][O:13][c:14]3[cH:15][c:16]([CH:17]=[O:18])[cH:19][cH:20][cH:21]3)[n:9][c:10]2[cH:11]1.[Na+:23]>>[Cl:1][c:2]1[cH:3][cH:4][c:5]2[cH:6][cH:7][c:8]([CH2:12][O:13][c:14]3[cH:15][c:16]([CH2:17][OH:18])[cH:19][cH:20][cH:21]3)[n:9][c:10]2[cH:11]1. Product: CSC(F)(F)C(=O)c1ccccc1. As a reaction SMILES: [CH3:13][SH:14].[CH3:16][OH:17].[Cl:1][C:2]([C:3](=[O:4])[c:5]1[cH:6][cH:7][cH:8][cH:9][cH:10]1)([F:11])[F:12].[Na:15]>>[C:2]([C:3](=[O:4])[c:5]1[cH:6][cH:7][cH:8][cH:9][cH:10]1)([F:11])([F:12])[S:14][CH3:13]. Reactants: CS, CO, O=C(c1ccccc1)C(F)(F)Cl, [Na].